This data is from the Open Reaction Database (ORD), a public repository of structured organic reaction records. The task is: describe an organic reaction: reactants, conditions, products, and yield The reactants are O=C([O-])[O-], Cc1sc(CCS(=O)(=O)[O-])cc1[N+](=O)[O-], CC#N, FC(F)(F)c1n[nH]c(C(F)(F)F)n1, [K+], [K+], C1COCCOCCOCCOCCOCCO1. The product is Cc1sc(CO)cc1[N+](=O)[O-]. Reaction SMILES: [C:29]([O-:30])(=[O:31])[O-:32].[CH3:1][c:2]1[c:3]([N+:13](=[O:14])[O-:15])[cH:4][c:5]([CH2:7][CH2:8][S:9]([O-:10])(=[O:11])=[O:12])[s:6]1.[CH3:53][C:54]#[N:55].[F:16][C:17]([F:18])([F:19])[c:20]1[n:21][c:22]([C:23]([F:24])([F:25])[F:26])[nH:27][n:28]1.[K+:33].[K+:34].[O:35]1[CH2:36][CH2:37][O:38][CH2:39][CH2:40][O:41][CH2:42][CH2:43][O:44][CH2:45][CH2:46][O:47][CH2:48][CH2:49][O:50][CH2:51][CH2:52]1>>[CH3:1][c:2]1[c:3]([N+:13](=[O:14])[O-:15])[cH:4][c:5]([CH2:7][OH:30])[s:6]1.